This data is from the Open Reaction Database (ORD), a public repository of structured organic reaction records. The task is: describe an organic reaction: reactants, conditions, products, and yield Starting materials: COC1=C(C=CC(=C1)C(NC1CCN(CC1)C)=O)NC1=NC=2C=3C(CC(C2C=N1)(C)C)=C(ON3)C(=O)N[C@H](CNC(OC(C)(C)C)=O)C3=CC=CC=C3 (tert-butyl [(2S)-2-({[8-({2-methoxy-4-[(1-methylpiperidin-4-yl)carbamoyl]phenyl}amino)-5,5-dimethyl-4,5-dihydroisoxazolo[4,3-h]quinazolin-3-yl]carbonyl}amino)-2-phenylethyl]carbamate). Solvent: CO (MeOH), Cl (HCl), O1CCOCC1 (dioxane). Run at time 12 hour. Yields the product NC[C@H](C1=CC=CC=C1)NC(=O)C=1ON=C2C1CC(C=1C=NC(=NC21)NC2=C(C=C(C=C2)C(NC2CCN(CC2)C)=O)OC)(C)C (N-[(1S)-2-amino-1-phenylethyl]-8-({2-methoxy-4-[(1-methylpiperidin-4-yl)carbamoyl]phenyl}amino)-5,5-dimethyl-4,5-dihydroisoxazolo[4,3-h]quinazoline-3-carboxamide). The yield is 101.8%. RXN SMILES: [CH3:1][O:2][C:3]1[CH:8]=[C:7]([C:9](=[O:18])[NH:10][CH:11]2[CH2:16][CH2:15][N:14]([CH3:17])[CH2:13][CH2:12]2)[CH:6]=[CH:5][C:4]=1[NH:19][C:20]1[N:29]=[CH:28][C:27]2[C:26]([CH3:31])([CH3:30])[CH2:25][C:24]3=[C:32]([C:35]([NH:37][C@@H:38]([C:48]4[CH:53]=[CH:52][CH:51]=[CH:50][CH:49]=4)[CH2:39][NH:40]C(=O)OC(C)(C)C)=[O:36])[O:33][N:34]=[C:23]3[C:22]=2[N:21]=1>CO.Cl.O1CCOCC1>[NH2:40][CH2:39][C@@H:38]([NH:37][C:35]([C:32]1[O:33][N:34]=[C:23]2[C:22]3[N:21]=[C:20]([NH:19][C:4]4[CH:5]=[CH:6][C:7]([C:9](=[O:18])[NH:10][CH:11]5[CH2:12][CH2:13][N:14]([CH3:17])[CH2:15][CH2:16]5)=[CH:8][C:3]=4[O:2][CH3:1])[N:29]=[CH:28][C:27]=3[C:26]([CH3:31])([CH3:30])[CH2:25][C:24]=12)=[O:36])[C:48]1[CH:49]=[CH:50][CH:51]=[CH:52][CH:53]=1. Procedure details: To a mixture of tert-butyl [(2S)-2-({[8-({2-methoxy-4-[(1-methylpiperidin-4-yl)carbamoyl]phenyl}amino)-5,5-dimethyl-4,5-dihydroisoxazolo[4,3-h]quinazolin-3-yl]carbonyl}amino)-2-phenylethyl]carbamate 110 mg (0.151 mmol) in MeOH (1 mL), 0.378 mL of 4 N HCl in dioxane was added. The reaction was stirred at room temperature for 12 h, the solvent was evaporated to dryness and the solid treated with Et2O (20 mL) and the precipitated collected by filtration to give the title compound as a pale yellow s...